Dataset: the Open Reaction Database (ORD), a public repository of structured organic reaction records. Task: describe an organic reaction: reactants, conditions, products, and yield Product: O=C(O)Cc1ccc(OCc2ccc3oc([N+](=O)[O-])c(-c4ccccc4)c3c2)cc1. RXN SMILES: [Br:14][CH2:15][c:16]1[cH:17][cH:18][c:19]2[c:20]([c:21](-[c:27]3[cH:28][cH:29][cH:30][cH:31][cH:32]3)[c:22]([N+:24](=[O:25])[O-:26])[o:23]2)[cH:33]1.[CH3:34][CH2:35][OH:36].[Na+:13].[OH-:12].[OH:1][C:2](=[O:3])[CH2:4][c:5]1[cH:6][cH:7][c:8]([OH:9])[cH:10][cH:11]1>>[OH:1][C:2](=[O:3])[CH2:4][c:5]1[cH:6][cH:7][c:8]([O:9][CH2:15][c:16]2[cH:17][cH:18][c:19]3[c:20]([c:21](-[c:27]4[cH:28][cH:29][cH:30][cH:31][cH:32]4)[c:22]([N+:24](=[O:25])[O-:26])[o:23]3)[cH:33]2)[cH:10][cH:11]1. Reactants: O=[N+]([O-])c1oc2ccc(CBr)cc2c1-c1ccccc1, CCO, [Na+], [OH-], O=C(O)Cc1ccc(O)cc1. Reactants: [F-].[K+] (potassium fluoride), [Cl-].[NH4+] (ammonium chloride), ClC=1C=C(C=CC1Cl)[N+](=O)[O-] (3,4-dichloronitrobenzene). Reagents/catalysts: C=1(C(=CC=CC1)C)C (xylene). The product is ClC=1C=C(C=CC1F)[N+](=O)[O-] (3-chloro-4-fluoronitrobenzene). Yield: 71.0%. Reaction SMILES: [F-:1].[K+].[Cl-].[NH4+].[Cl:5][C:6]1[CH:7]=[C:8]([N+:13]([O-:15])=[O:14])[CH:9]=[CH:10][C:11]=1Cl>C1(C)C(C)=CC=CC=1>[Cl:5][C:6]1[CH:7]=[C:8]([N+:13]([O-:15])=[O:14])[CH:9]=[CH:10][C:11]=1[F:1] |f:0.1,2.3|. Reported procedure: In a 1-liter flange flask fitted with a distillation bridge and impeller stirrer, 240 g (4.1 mol) of potassium fluoride, 30 g (0.05 mol) of dimethyldi (ethoxypolyoxypropyl methyl ether)ammonium chloride and 30 g of xylene were introduced at 70° C. into the melt of 767 g (4.0 mol) of 3,4-dichloronitrobenzene, and the reaction suspension was azeotropically dried under reduced pressure up to 120° C. 498 g (2.84 mol) of 3-chloro-4-fluoronitrobenzene were isolated. Amount of 3-chloro-4-fluoronitroben...